Dataset: the Open Reaction Database (ORD), a public repository of structured organic reaction records. Task: describe an organic reaction: reactants, conditions, products, and yield Reactants: ClC=1C=C2C(CC(NC2=CC1)C=1C=C(C=CC1)N)(C)C (3-(6-Chloro-4,4-dimethyl-1,2,3,4-tetrahydro-quinolin-2-yl)-phenylamine), N1=CC(=CC=C1)S(=O)(=O)Cl (pyridine-3-sulfonyl chloride). Solvent: N1=CC=CC=C1 (pyridine). Conditions: time 8 hour. Yields the product ClC=1C=C2C(CC(NC2=CC1)C=1C=C(C=CC1)NS(=O)(=O)C=1C=NC=CC1)(C)C (pyridine-3-sulfonic acid [3-(6-chloro-4,4-dimethyl-1,2,3,4-tetrahydro-quinolin-2-yl)-phenyl]-amide). Yield: 32.2%. Reaction SMILES: [Cl:1][C:2]1[CH:3]=[C:4]2[C:9](=[CH:10][CH:11]=1)[NH:8][CH:7]([C:12]1[CH:13]=[C:14]([NH2:18])[CH:15]=[CH:16][CH:17]=1)[CH2:6][C:5]2([CH3:20])[CH3:19].[N:21]1[CH:26]=[CH:25][CH:24]=[C:23]([S:27](Cl)(=[O:29])=[O:28])[CH:22]=1>N1C=CC=CC=1>[Cl:1][C:2]1[CH:3]=[C:4]2[C:9](=[CH:10][CH:11]=1)[NH:8][CH:7]([C:12]1[CH:13]=[C:14]([NH:18][S:27]([C:23]3[CH:22]=[N:21][CH:26]=[CH:25][CH:24]=3)(=[O:29])=[O:28])[CH:15]=[CH:16][CH:17]=1)[CH2:6][C:5]2([CH3:20])[CH3:19]. Procedure: 3-(6-Chloro-4,4-dimethyl-1,2,3,4-tetrahydro-quinolin-2-yl)-phenylamine (150 mg, 0.53 mmol) and pyridine-3-sulfonyl chloride (102 mg, 0.63 mmol) were dissolved in pyridine (5 mL). The mixture was stirred at room temperature overnight. The solvent was removed and the residue was purified on column chromatography using petroleum ether/ethyl acetate=5:1 as eluent to afford pyridine-3-sulfonic acid [3-(6-chloro-4,4-dimethyl-1,2,3,4-tetrahydro-quinolin-2-yl)-phenyl]-amide (73 mg, yield: 39%) as yellow... The solvent is COCCO (2-methoxyethanol). Procedure details: 7-Amino-1-methyl-1,3,4,5-tetrahydrobenzo[b]azepin-2-one (160 mg, 0.84 mmol), 2-(2,5-Dichloro-pyrimidin-4-ylamino)-N-methyl-benzenesulfonamide (280 mg, 0.84 mmol) and 4N HCl in dioxane (0.21 ml, 0.84 mmol) were dissolved in 2-methoxyethanol (4 ml) and heated to 120° C. for 5 hours. The mixture was concentrated to a brown solid. Preparative TLC (5% MeOH/CH2Cl2) gave a brown residue which was triturated with MeOH/CH2Cl2 to 2-[5-Chloro-2-(1-methyl-2-oxo-2,3,4,5-tetrahydro-1H-benzo[b]azepin-7-ylamino... The yield is 14.0%. Reactants: NC1=CC2=C(N(C(CCC2)=O)C)C=C1 (7-Amino-1-methyl-1,3,4,5-tetrahydrobenzo[b]azepin-2-one), ClC1=NC=C(C(=N1)NC1=C(C=CC=C1)S(=O)(=O)NC)Cl (2-(2,5-Dichloro-pyrimidin-4-ylamino)-N-methyl-benzenesulfonamide), Cl (HCl), O1CCOCC1 (dioxane). The product is ClC=1C(=NC(=NC1)NC1=CC2=C(N(C(CCC2)=O)C)C=C1)NC1=C(C=CC=C1)S(=O)(=O)NC (2-[5-Chloro-2-(1-methyl-2-oxo-2,3,4,5-tetrahydro-1H-benzo[b]azepin-7-ylamino)-pyrimidin-4-ylamino]-N-methyl-benzenesulfonamide). Reaction SMILES: [NH2:1][C:2]1[CH:14]=[CH:13][C:5]2[N:6]([CH3:12])[C:7](=[O:11])[CH2:8][CH2:9][CH2:10][C:4]=2[CH:3]=1.Cl[C:16]1[N:21]=[C:20]([NH:22][C:23]2[CH:28]=[CH:27][CH:26]=[CH:25][C:24]=2[S:29]([NH:32][CH3:33])(=[O:31])=[O:30])[C:19]([Cl:34])=[CH:18][N:17]=1.Cl.O1CCOCC1>COCCO>[Cl:34][C:19]1[C:20]([NH:22][C:23]2[CH:28]=[CH:27][CH:26]=[CH:25][C:24]=2[S:29]([NH:32][CH3:33])(=[O:31])=[O:30])=[N:21][C:16]([NH:1][C:2]2[CH:14]=[CH:13][C:5]3[N:6]([CH3:12])[C:7](=[O:11])[CH2:8][CH2:9][CH2:10][C:4]=3[CH:3]=2)=[N:17][CH:18]=1. Run at temperature 120 celsius. Starting materials: NCC(COC1=C(C=C(C=C1C)CCC(=O)C1=C2C[C@@H]3[C@H](C2=C(S1)C)C3(C)C)C)O (3-[4-(3-amino-2-hydroxy-propoxy)-3,5-dimethyl-phenyl]-1-((1aS,5aR)-1,1,2-trimethyl-1,1a,5,5a-tetrahydro-3-thia-cyclopropa[a]pentalen-4-yl)-propan-1-one), CCN(C(C)C)C(C)C (DIPEA), CN(C)C(=[N+](C)C)ON1C2=C(C=CC=C2)N=N1.[B-](F)(F)(F)F (TBTU), C(C)(C)(C)OC(=O)NCC(=O)O (tert. butoxycarbonyl glycine). Run in CC(OCC)=O (EA), C(Cl)Cl (DCM). Reaction conditions: time 1 hour. The product is NCC(=O)NCC(COC1=C(C=C(C=C1C)CCC(C1=C2C[C@@H]3[C@H](C2=C(S1)C)C3(C)C)=O)C)O (2-amino-N-(3-{2,6-dimethyl-4-[3-oxo-3-((1aS,5aR)-1,1,2-trimethyl-1,1a,5,5a-tetrahydro-3-thia-cyclopropa[a]pentalen-4-yl)-propyl]-phenoxy}-2-hydroxy-propyl)-acetamide). The yield is 3.8%. As a reaction SMILES: [NH2:1][CH2:2][CH:3]([OH:30])[CH2:4][O:5][C:6]1[C:11]([CH3:12])=[CH:10][C:9]([CH2:13][CH2:14][C:15]([C:17]2[S:24][C:23]([CH3:25])=[C:22]3[C:18]=2[CH2:19][C@H:20]2[C:26]([CH3:28])([CH3:27])[C@H:21]23)=[O:16])=[CH:8][C:7]=1[CH3:29].CCN(C(C)C)C(C)C.CN(C(ON1N=NC2C=CC=CC1=2)=[N+](C)C)C.[B-](F)(F)(F)F.C(OC([NH:69][CH2:70][C:71](O)=[O:72])=O)(C)(C)C>C(Cl)Cl.CC(=O)OCC>[NH2:69][CH2:70][C:71]([NH:1][CH2:2][CH:3]([OH:30])[CH2:4][O:5][C:6]1[C:11]([CH3:12])=[CH:10][C:9]([CH2:13][CH2:14][C:15](=[O:16])[C:17]2[S:24][C:23]([CH3:25])=[C:22]3[C:18]=2[CH2:19][C@H:20]2[C:26]([CH3:27])([CH3:28])[C@H:21]23)=[CH:8][C:7]=1[CH3:29])=[O:72] |f:2.3|. Procedure: A solution of 3-[4-(3-amino-2-hydroxy-propoxy)-3,5-dimethyl-phenyl]-1-((1aS,5aR)-1,1,2-trimethyl-1,1a,5,5a-tetrahydro-3-thia-cyclopropa[a]pentalen-4-yl)-propan-1-one (70 mg, 0.164 mmol, Example 99) in DCM (3 mL) is treated with DIPEA (85 mg, 0.655 mmol), TBTU (74 mg, 0.23 mmol) and tert. butoxycarbonyl glycine (43 mg, 0.246 mmol) and the reaction mixture is stirred at rt for 1 h. The mixture is diluted with EA and washed with sat. aq. NaHCO3 and brine. The organic extract is dried over MgSO4, fi... Reactants: BrC=1C=C(C=NC1C#N)N[C@H]1[C@H](CCCC1)NC(OC(C)(C)C)=O (tert-butyl {(1S,2R)-2-[(5-bromo-6-cyanopyridin-3-yl)amino]cyclohexyl}carbamate), NC1=NC(=CC(=C1)C)C (2-amino-4,6-dimethylpyridine), CC1(C2=C(C(=CC=C2)P(C3=CC=CC=C3)C4=CC=CC=C4)OC5=C(C=CC=C51)P(C6=CC=CC=C6)C7=CC=CC=C7)C (Xantphos), C([O-])([O-])=O.[Cs+].[Cs+] (cesium carbonate). Reagents/catalysts: C=1C=CC(=CC1)/C=C/C(=O)/C=C/C2=CC=CC=C2.C=1C=CC(=CC1)/C=C/C(=O)/C=C/C2=CC=CC=C2.C=1C=CC(=CC1)/C=C/C(=O)/C=C/C2=CC=CC=C2.[Pd].[Pd] (Pd2(dba)3). Solvent: O1CCOCC1 (dioxane). Reaction conditions: temperature 80 celsius, time 15 minute. Yields the product C(#N)C1=C(C=C(C=N1)N[C@H]1[C@H](CCCC1)NC(OC(C)(C)C)=O)NC1=NC(=CC(=C1)C)C (tert-butyl [(1S,2R)-2-({6-cyano-5-[(4,6-dimethylpyridin-2-yl)amino]pyridin-3-yl}amino)cyclohexyl]carbamate). Reaction SMILES: Br[C:2]1[CH:3]=[C:4]([NH:10][C@@H:11]2[CH2:16][CH2:15][CH2:14][CH2:13][C@@H:12]2[NH:17][C:18](=[O:24])[O:19][C:20]([CH3:23])([CH3:22])[CH3:21])[CH:5]=[N:6][C:7]=1[C:8]#[N:9].[NH2:25][C:26]1[CH:31]=[C:30]([CH3:32])[CH:29]=[C:28]([CH3:33])[N:27]=1.CC1(C)C2C(=C(P(C3C=CC=CC=3)C3C=CC=CC=3)C=CC=2)OC2C(P(C3C=CC=CC=3)C3C=CC=CC=3)=CC=CC1=2.C(=O)([O-])[O-].[Cs+].[Cs+]>C1C=CC(/C=C/C(/C=C/C2C=CC=CC=2)=O)=CC=1.C1C=CC(/C=C/C(/C=C/C2C=CC=CC=2)=O)=CC=1.C1C=CC(/C=C/C(/C=C/C2C=CC=CC=2)=O)=CC=1.[Pd].[Pd].O1CCOCC1>[C:8]([C:7]1[N:6]=[CH:5][C:4]([NH:10][C@@H:11]2[CH2:16][CH2:15][CH2:14][CH2:13][C@@H:12]2[NH:17][C:18](=[O:24])[O:19][C:20]([CH3:23])([CH3:22])[CH3:21])=[CH:3][C:2]=1[NH:25][C:26]1[CH:31]=[C:30]([CH3:32])[CH:29]=[C:28]([CH3:33])[N:27]=1)#[N:9] |f:3.4.5,6.7.8.9.10|. Reported procedure: To a flask were added tert-butyl {(1S,2R)-2-[(5-bromo-6-cyanopyridin-3-yl)amino]cyclohexyl}carbamate (21.5 g, 54.4 mmol), 2-amino-4,6-dimethylpyridine (9.97 g, 81.7 mmol), Pd2(dba)3 (2.49 g, 2.72 mmol), Xantphos (3.15 g, 5.44 mmol), cesium carbonate (35.4 g, 109 mmol) and dioxane (215 mL). The mixture was degassed by bubbling nitrogen through the reaction mixture. After 15 minutes, the nitrogen purge was ceased and the reaction mixture was heated to 80° C. After 5 hours, the reaction mixture was... The reactants are COC(CC(CC)=O)=O (methyl-3-oxo-pentanoate), RuCl2, [H][H] (hydrogen). Run in CO (methanol), CO (methanol). Reaction conditions: time 48 hour. Product: product ( S ), COC(CC(CC)O)=O (methyl-3-hydroxy-pentanoate). As a reaction SMILES: [CH3:1][O:2][C:3](=[O:9])[CH2:4][C:5](=[O:8])[CH2:6][CH3:7].[H][H]>CO>[CH3:1][O:2][C:3](=[O:9])[CH2:4][CH:5]([OH:8])[CH2:6][CH3:7]. Procedure details: A solution of methyl-3-oxo-pentanoate (31) (20 g) noyori hydrogenation with RuCl2 [(S)-BINAP] (60 mg), in methanol was added. The flask was charged with hydrogen gas (5 atm) at 100° C. The resulting suspension was vigorously stirred for 48 hours. The reaction mixture was diluted with methanol and the combined organic layers were filtered through a Celite pad. The combined organic phases were evaporated in a rotary evaporator to yield the product (S) isomer of methyl-3-hydroxy-pentanoate (32). Th... The reactants are NC=1C=C(C(=O)O)C=CC1OC (3-amino-4-methoxybenzoic acid), NC1=CC=CC=C1 (aniline). Product: NC=1C=C(C(=O)NC2=CC=CC=C2)C=CC1OC (3-amino-4-methoxybenzanilide). The yield is 37.0%. As a reaction SMILES: [NH2:1][C:2]1[CH:3]=[C:4]([CH:8]=[CH:9][C:10]=1[O:11][CH3:12])[C:5]([OH:7])=O.[NH2:13][C:14]1[CH:19]=[CH:18][CH:17]=[CH:16][CH:15]=1>>[NH2:1][C:2]1[CH:3]=[C:4]([CH:8]=[CH:9][C:10]=1[O:11][CH3:12])[C:5]([NH:13][C:14]1[CH:19]=[CH:18][CH:17]=[CH:16][CH:15]=1)=[O:7]. Reported procedure: Using 3-amino-4-methoxybenzoic acid and aniline as materials, compound 2621 is synthesized following a similar method as in Example 28. Yield: 37%.